Dataset: the Open Reaction Database (ORD), a public repository of structured organic reaction records. Task: describe an organic reaction: reactants, conditions, products, and yield Reactants: O1N=CN=C1C1=CC=C(C=O)C=C1 (4-(1,2,4-Oxadiazol-5-yl)benzaldehyde), N1(N=CC=C1)C1=CC=C(C=O)C=C1 (4-(1H-pyrazol-1-yl)-benzaldehyde). Product: O1N=CN=C1C1=CC=C(C=C1)/C=C/C=O ((2E)-3-[4-(1,2,4-Oxadiazol-5-yl)phenyl]-2-propenal). RXN SMILES: [O:1]1[C:5]([C:6]2[CH:13]=[CH:12][C:9]([CH:10]=O)=[CH:8][CH:7]=2)=[N:4][CH:3]=[N:2]1.N1(C2C=C[C:22]([CH:23]=[O:24])=CC=2)C=CC=N1>>[O:1]1[C:5]([C:6]2[CH:13]=[CH:12][C:9](/[CH:10]=[CH:22]/[CH:23]=[O:24])=[CH:8][CH:7]=2)=[N:4][CH:3]=[N:2]1. Procedure details: The title compound is prepared by a procedure analogous to Reference Example 30 by substituting 4-(1,2,4-oxadiazol-5-yl)benzaldehyde (prepared as described in Reference Example 76) for the 4-(1H-pyrazol-1-yl)-benzaldehyde of Reference Example 30. MS 201 (M+H)+. Starting materials: NC1=CC=C(C(=O)C2=CC=C(C=C2)N)C=C1 (4,4′-diaminobenzophenone), N1C=CC2=CC(=CC=C12)C(=O)[O-] (1H-indole-5-carboxylate). Product: NC1=CC=C(C(=O)C2=CC=C(C=C2)NC(=O)C=2C=C3C=CNC3=CC2)C=C1 (N-(4-(4-Aminobenzoyl)phenyl)-1H-indole-5-carboxamide). As a reaction SMILES: [NH2:1][C:2]1[CH:16]=[CH:15][C:5]([C:6]([C:8]2[CH:13]=[CH:12][C:11]([NH2:14])=[CH:10][CH:9]=2)=[O:7])=[CH:4][CH:3]=1.[NH:17]1[C:25]2[C:20](=[CH:21][C:22]([C:26]([O-])=[O:27])=[CH:23][CH:24]=2)[CH:19]=[CH:18]1>>[NH2:1][C:2]1[CH:16]=[CH:15][C:5]([C:6]([C:8]2[CH:13]=[CH:12][C:11]([NH:14][C:26]([C:22]3[CH:21]=[C:20]4[C:25](=[CH:24][CH:23]=3)[NH:17][CH:18]=[CH:19]4)=[O:27])=[CH:10][CH:9]=2)=[O:7])=[CH:4][CH:3]=1. Procedure: Compound 346 was prepared according to the procedure described in Scheme IV from 4,4′-diaminobenzophenone and 1H-indole-5-carboxylate. [M+H]+ calcd for C22H17N3O2: 356.14; found: 355.90. Reactants: C(C1=CC=CC=C1)O[C@@H]1[C@@H]([C@H]2N=C(S[C@H]2O[C@@H]1[C@H](C)O)N(C(OC(C)(C)C)=O)C)F (tert-butyl ((3aR,5R,6S,7R,7aR)-6-(benzyloxy)-7-fluoro-5-((S)-1-hydroxyethyl)-5,6,7,7a-tetrahydro-3aH-pyrano[3,2-d]thiazol-2-yl)(methyl)carbamate), B(Cl)(Cl)Cl (BCl3). The solvent is C(Cl)Cl (DCM). Run at time 3 hour. Yields the product F[C@H]1[C@H]([C@H](O[C@H]2[C@@H]1N=C(S2)NC)[C@H](C)O)O ((3aR,5R,6S,7R,7aR)-7-fluoro-5-((S)-1-hydroxyethyl)-2-(methylamino)-5,6,7,7a-tetrahydro-3aH-pyrano[3,2-d]thiazol-6-ol). The yield is 89.9%. RXN SMILES: C([O:8][C@H:9]1[C@@H:17]([C@@H:18]([OH:20])[CH3:19])[O:16][C@H:15]2[C@H:11]([N:12]=[C:13]([N:21](C)[C:22](=O)OC(C)(C)C)[S:14]2)[C@H:10]1[F:30])C1C=CC=CC=1.B(Cl)(Cl)Cl>C(Cl)Cl>[F:30][C@@H:10]1[C@H:11]2[N:12]=[C:13]([NH:21][CH3:22])[S:14][C@H:15]2[O:16][C@H:17]([C@@H:18]([OH:20])[CH3:19])[C@@H:9]1[OH:8]. Reported procedure: To a solution of tert-butyl ((3aR,5R,6S,7R,7aR)-6-(benzyloxy)-7-fluoro-5-((S)-1-hydroxyethyl)-5,6,7,7a-tetrahydro-3aH-pyrano[3,2-d]thiazol-2-yl)(methyl)carbamate (0.180 g, 0.409 mmol) and PMB (0.20 g, 1.3 mmol) in anhydrous DCM (6 mL) at −78° C. under N2, was added BCl3 (1.0 M in DCM, 2.0 mL, 2.0 mmol). The mixture was stirred for ˜3 h while the temperature of the cooling bath slowly warmed to room temperature. The reaction mixture was cooled at −78° C., quenched with mixed MeOH/DCM, and then co... Starting materials: O1CCOCC1 (dioxane), methyl ester, C(C)(=O)O[C@@H]([C@H](N)C(=O)O)C (O-acetylthreonine), C (charcoal). Yields the product [N-]=C=O.COC([C@@H](N)[C@H](OC(C)=O)C)=O (O-acetylthreonine methyl ester isocyanate). RXN SMILES: [C:1]([O:4][C@H:5]([CH3:11])[C@@H:6]([C:8]([OH:10])=[O:9])[NH2:7])(=[O:3])[CH3:2].C.[O:13]1[CH2:18]COC[CH2:14]1>>[N-:7]=[C:18]=[O:13].[CH3:14][O:9][C:8](=[O:10])[C@H:6]([C@@H:5]([CH3:11])[O:4][C:1](=[O:3])[CH3:2])[NH2:7] |f:3.4|. Procedure details: 0.35 mol disphogene is added dropwise over 1 hour to a mixture of 0.28 mol of the methyl ester of O-acetylthreonine and 0.4 g activated charcoal in 400 mL dioxane under N2. The reaction mixture is then heated and stirred at reflux for 21/2 hours. The reaction mixture is then cooled, filtered, and concentrated to dryness by rotary evaporator, keeping exposure to moisture to a minimum. The crude product is re-dissolved in 100 mL THF, and the pH of the solution is adjusted to 5.5-6.0 by addition of... Starting materials: ClC1=C(C=C(C=C1)CN(CC)CC)CO ({2-chloro-5-[(diethylamino)methyl]phenyl}methanol), P(Br)(Br)Br (phosphorus tribromide). Run at time 8 hour. As a reaction SMILES: [Cl:1][C:2]1[CH:7]=[CH:6][C:5]([CH2:8][N:9]([CH2:12][CH3:13])[CH2:10][CH3:11])=[CH:4][C:3]=1[CH2:14]O.P(Br)(Br)[Br:17]>ClCCl>[Br:17][CH2:14][C:3]1[CH:4]=[C:5]([CH2:8][N:9]([CH2:12][CH3:13])[CH2:10][CH3:11])[CH:6]=[CH:7][C:2]=1[Cl:1]. The product is BrCC=1C=C(C=CC1Cl)CN(CC)CC ({[3-(bromomethyl)-4-chlorophenyl]methyl}diethylamine). Procedure details: To a solution of {2-chloro-5-[(diethylamino)methyl]phenyl}methanol (3.0 g, 13.2 mmol) in anhydrous dichloromethane (80 mL) was added dropwise phosphorus tribromide (2.5 mL, 26.4 mmol). The mixture was stirred at room temperature overnight. The solvent was evaporated. The residue was dried in vacuo, affording {[3-(bromomethyl)-4-chlorophenyl]methyl}diethylamine. The product was used without further purification. The solvent is ClCCl (dichloromethane). The reactants are CC1=C(C(=O)C=CO1)O (maltol), OC=1C(NC=CC1)=O (hydroxypyridone), 1-ethyl-3-hydroxypyrid-2-one(3), solution, [Cl-].[Zn+2].[Cl-] (zinc chloride), [Zn] (zinc), OC=1C(NC=CC1)=O (hydroxypyridone), C([O-])([O-])=O.[Na+].[Na+] (sodium carbonate). Run in C(C)O (ethanol), C(Cl)(Cl)Cl (chloroform). Run at time 5 minute. Product: C(C)N1C(C(=CC=C1)O)=O.[Zn] (zinc 1-ethyl-3-hydroxypyrid-2-one). Reaction SMILES: [Cl-].[Zn+2:2].[Cl-].[OH:4][C:5]1[C:6](=[O:11])[NH:7][CH:8]=[CH:9][CH:10]=1.[Zn].C(=O)([O-])[O-].[Na+].[Na+].[CH3:19][C:20]1OC=CC(=O)C=1O>C(O)C.C(Cl)(Cl)Cl>[CH2:19]([N:7]1[CH:8]=[CH:9][CH:10]=[C:5]([OH:4])[C:6]1=[O:11])[CH3:20].[Zn:2] |f:0.1.2,5.6.7,11.12|. Procedure: A chloroform solution of 1-ethyl-3-hydroxypyrid-2-one(3) is mixed with a 1M solution of zinc chloride in ethanol to provide a 2:1 molar ratio of hydroxypyridone:zinc in the mixture. After 5 minutes at 20° C., a 10 molar excess of solid sodium carbonate is added and the mixture is stirred for 10 minutes. The mixture is then filtered and the solvent evaporated to give the neutral complex containing the hydroxypyridone and Zn++ in a 2:1 proportion. Recrystallisation of the 2:1 complex from ethanol ... The reactants are CO, [H][H], N#CCCN(Cc1ccccc1)CC1CCc2ccccc2O1. Yields the product NCCCN(Cc1ccccc1)CC1CCc2ccccc2O1. As a reaction SMILES: [CH3:26][OH:27].[H:24][H:25].[O:1]1[CH:2]([CH2:11][N:12]([CH2:13][CH2:14][C:15]#[N:16])[CH2:17][c:18]2[cH:19][cH:20][cH:21][cH:22][cH:23]2)[CH2:3][CH2:4][c:5]2[c:6]1[cH:7][cH:8][cH:9][cH:10]2>>[O:1]1[CH:2]([CH2:11][N:12]([CH2:13][CH2:14][CH2:15][NH2:16])[CH2:17][c:18]2[cH:19][cH:20][cH:21][cH:22][cH:23]2)[CH2:3][CH2:4][c:5]2[c:6]1[cH:7][cH:8][cH:9][cH:10]2. Reactants: FC(C(=O)O)(F)F (trifluoroacetic acid), C(#N)C=1C=C2C(=CC=NC2=CC1OC)OC1=CC=C(C=C1)NC(=O)NC1=CC=CC=C1 (N-(4-(6-Cyano-7-methoxy-4-quinolyl)oxyphenyl)-N′-phenylurea). The reagents and catalysts are [C].[Pd] (palladium-carbon). Solvent: C(C)O (ethanol), O1CCCC1 (tetrahydrofuran). Run at time 8 hour. Product: FC(C(=O)O)(F)F.NCC=1C=C2C(=CC=NC2=CC1OC)OC1=CC=C(C=C1)NC(=O)NC1=CC=CC=C1 (N-[4-(6-Aminomethyl-7-methoxyquinolin-4-yloxy)-phenyl]-N′-phenylurea trifluoroacetate). As a reaction SMILES: [C:1]([C:3]1[CH:4]=[C:5]2[C:10](=[CH:11][C:12]=1[O:13][CH3:14])[N:9]=[CH:8][CH:7]=[C:6]2[O:15][C:16]1[CH:21]=[CH:20][C:19]([NH:22][C:23]([NH:25][C:26]2[CH:31]=[CH:30][CH:29]=[CH:28][CH:27]=2)=[O:24])=[CH:18][CH:17]=1)#[N:2].[F:32][C:33]([F:38])([F:37])[C:34]([OH:36])=[O:35]>C(O)C.O1CCCC1.[C].[Pd]>[F:32][C:33]([F:38])([F:37])[C:34]([OH:36])=[O:35].[NH2:2][CH2:1][C:3]1[CH:4]=[C:5]2[C:10](=[CH:11][C:12]=1[O:13][CH3:14])[N:9]=[CH:8][CH:7]=[C:6]2[O:15][C:16]1[CH:17]=[CH:18][C:19]([NH:22][C:23]([NH:25][C:26]2[CH:27]=[CH:28][CH:29]=[CH:30][CH:31]=2)=[O:24])=[CH:20][CH:21]=1 |f:4.5,6.7|. Procedure details: After dissolving the N-[4-(6-cyano-7-methoxyquinolin-4-yloxy)phenyl]-N′-phenylurea (100 mg) synthesized in Example 37 in an ethanol (5 ml) and tetrahydrofuran (5 ml) mixed solvent, there were added trifluoroacetic acid (0.5 ml) and 50% palladium-carbon (50 mg), and the mixture was stirred overnight under a hydrogen stream. After filtering off the palladium carbon, the filtrate was concentrated. The obtained residue was washed with tetrahydrofuran to obtain the title compound (70 mg). Starting materials: FC1=CC=C(C(=O)N2C(C(CC2)C#N)=O)C=C1 (1-(4-fluorobenzoyl)-2-oxopyrrolidine-3-carbonitrile), [H-].[Na+] (sodium hydride), [Cl-].[NH4+] (ammonium chloride), ICC (iodoethane). Run in CN(C=O)C (N,N-dimethylformamide). Run at time 30 minute. Product: C(C)C1(C(N(CC1)C(C1=CC=C(C=C1)F)=O)=O)C#N (3-ethyl-1-(4-fluorobenzoyl)-2-oxopyrrolidine-3-carbonitrile). As a reaction SMILES: [F:1][C:2]1[CH:17]=[CH:16][C:5]([C:6]([N:8]2[CH2:12][CH2:11][CH:10]([C:13]#[N:14])[C:9]2=[O:15])=[O:7])=[CH:4][CH:3]=1.[H-].[Na+].I[CH2:21][CH3:22].[Cl-].[NH4+]>CN(C)C=O>[CH2:21]([C:10]1([C:13]#[N:14])[CH2:11][CH2:12][N:8]([C:6](=[O:7])[C:5]2[CH:16]=[CH:17][C:2]([F:1])=[CH:3][CH:4]=2)[C:9]1=[O:15])[CH3:22] |f:1.2,4.5|. Procedure: To a solution of 1-(4-fluorobenzoyl)-2-oxopyrrolidine-3-carbonitrile (1.3 g) obtained in Step F in N,N-dimethylformamide (10 mL) was added sodium hydride (60% in mineral oil, 340 mg) in an ice bath, and the mixture was stirred at the same temperature for 30 min. To the reaction mixture was added dropwise iodoethane (0.90 mL) in an ice bath, and the mixture was stirred at the same temperature for 30 min. To the reaction mixture was added saturated aqueous ammonium chloride solution, and the mixtu... The reactants are ClC1=CC=C(C(C(=O)O)=C1)N (5-chloroanthranilic acid), Cl.ClC1=CC=NC=C1 (4-chloropyridine hydrochloride), ( a ). Yields the product ClC=1C=CC(=C(C(=O)O)C1)NC1=CC=NC=C1 (5-chloro-2-(4-pyridinylamino)benzoic acid). The yield is 40.8%. As a reaction SMILES: [Cl:1][C:2]1[CH:10]=[C:6]([C:7]([OH:9])=[O:8])[C:5]([NH2:11])=[CH:4][CH:3]=1.Cl.Cl[C:14]1[CH:19]=[CH:18][N:17]=[CH:16][CH:15]=1>>[Cl:1][C:2]1[CH:3]=[CH:4][C:5]([NH:11][C:14]2[CH:19]=[CH:18][N:17]=[CH:16][CH:15]=2)=[C:6]([CH:10]=1)[C:7]([OH:9])=[O:8] |f:1.2|. Procedure: 5-Chloro-2-(4-pyridinylamino)benzoic acid was prepared from 25 g of 5-chloroanthranilic acid and 21 g of 4-chloropyridine hydrochloride according to the procedure of Example 1, part (a). There was obtained 14.2 g of 5-chloro-2-(4-pyridinylamino)benzoic acid, m.p. 306°-308° C. (decompn.).